Task: describe an organic reaction: reactants, conditions, products, and yield. Dataset: the Open Reaction Database (ORD), a public repository of structured organic reaction records The reactants are C(C)(C)(C)OC(=O)N(C)N1C=C(C(C2=C(C(=C(C(=C12)F)F)F)F)=O)C(=O)OCC (Ethyl 1-(N-tert-butoxycarbonyl-N-methylamino)-5,6,7,8-tetrafluoro -1,4-dihydro-4-oxoquinoline-3-carboxylate), Cl.O1CCOCC1 (hydrochloric acid dioxane). The solvent is C(C)(=O)OCC (ethyl acetate). Run at time 8 hour. The product is CNN1C=C(C(C2=C(C(=C(C(=C12)F)F)F)F)=O)C(=O)OCC (ethyl 1-methylamino-5,6,7,8-tetrafluoro -1,4-dihydro-4-oxoquinoline-3-carboxylate). Isolated yield 90.8%. RXN SMILES: C(O[C:6]([N:8]([N:10]1[C:19]2[C:14](=[C:15]([F:23])[C:16]([F:22])=[C:17]([F:21])[C:18]=2[F:20])[C:13](=[O:24])[C:12]([C:25]([O:27][CH2:28][CH3:29])=[O:26])=[CH:11]1)C)=O)(C)(C)C.Cl.O1CCOCC1>C(OCC)(=O)C>[CH3:6][NH:8][N:10]1[C:19]2[C:14](=[C:15]([F:23])[C:16]([F:22])=[C:17]([F:21])[C:18]=2[F:20])[C:13](=[O:24])[C:12]([C:25]([O:27][CH2:28][CH3:29])=[O:26])=[CH:11]1 |f:1.2|. Procedure details: Ethyl 1-(N-tert-butoxycarbonyl-N-methylamino)-5,6,7,8-tetrafluoro -1,4-dihydro-4-oxoquinoline-3-carboxylate (4.2 g) was dissolved in ethyl acetate (30 ml),. 4N hydrochloric acid-dioxane solution (40 ml) was added thereto with ice-cooling and stirred overnight at room temperature, and the solvent was removed by distillation. The residue was dissolved in chloroform (100 ml), and 10% sodium carbonate aqueous solution (50 ml) was added thereto and stirred for 30 minutes at room temperature. The orga... The reactants are CO, Cc1c(O)ccc(Oc2ccc([N+](=O)[O-])c(N(C)C(=O)OC(C)(C)C)c2)c1C. Product: Cc1c(O)ccc(Oc2ccc(N)c(N(C)C(=O)OC(C)(C)C)c2)c1C. Reaction SMILES: [CH3:29][OH:30].[OH:1][c:2]1[c:3]([CH3:28])[c:4]([CH3:27])[c:5]([O:6][c:7]2[cH:8][cH:9][c:10]([N+:22]([O-:23])=[O:24])[c:11]([N:13]([C:14]([O:15][C:16]([CH3:17])([CH3:18])[CH3:19])=[O:20])[CH3:21])[cH:12]2)[cH:25][cH:26]1>>[OH:1][c:2]1[c:3]([CH3:28])[c:4]([CH3:27])[c:5]([O:6][c:7]2[cH:8][cH:9][c:10]([NH2:22])[c:11]([N:13]([C:14]([O:15][C:16]([CH3:17])([CH3:18])[CH3:19])=[O:20])[CH3:21])[cH:12]2)[cH:25][cH:26]1.